The task is: describe an organic reaction: reactants, conditions, products, and yield. This data is from the Open Reaction Database (ORD), a public repository of structured organic reaction records. Reactants: [OH-].[K+] (KOH), O1[C@@H](CCCC1)CSC(C)=O (1-{[(2S)-oxan-2-ylmethyl]sulfanyl}ethan-1-one), BrC(C(=O)OCC)(C)C (ethyl α-bromoisobutyrate). Run in C(C)O (ethanol). Conditions: time 18 hour. Yields the product CC(C(=O)OCC)(C)SC[C@H]1OCCCC1 (ethyl 2-methyl-2-{[(2S)-oxan-2-ylmethyl]sulfanyl}propanoate). Yield: 80.9%. Reaction SMILES: [O:1]1[CH2:6][CH2:5][CH2:4][CH2:3][C@H:2]1[CH2:7][S:8]C(=O)C.[OH-].[K+].Br[C:15]([CH3:22])([CH3:21])[C:16]([O:18][CH2:19][CH3:20])=[O:17]>C(O)C>[CH3:21][C:15]([S:8][CH2:7][C@@H:2]1[CH2:3][CH2:4][CH2:5][CH2:6][O:1]1)([CH3:22])[C:16]([O:18][CH2:19][CH3:20])=[O:17] |f:1.2|. Procedure: A solution of 2.79 g (13.45 mmol) of 1-{[(2S)-oxan-2-ylmethyl]sulfanyl}ethan-1-one in ethanol (60 mL) is degassed with nitrogen over 0.5 h and 1.51 g (26.91 mmol) of KOH are added. Then 3.99 mL (26.91 mmol) of ethyl α-bromoisobutyrate are added slowly. The reaction is stirred for 18 h at room temperature under a nitrogen atmosphere. The reaction mixture is filtered, the solid is rinsed with ethanol and the filtrate is concentrated under reduced pressure. The crude material is purified by column ... The yield is 71.9%. RXN SMILES: Cl[CH2:2][CH2:3][CH2:4][C:5]1[CH:6]=[C:7]2[C:12](=[CH:13][CH:14]=1)[N:11]=[CH:10][CH:9]=[CH:8]2.[C:15]([O-:18])(=[S:17])[CH3:16].[K+]>CC(C)=O>[N:11]1[C:12]2[C:7](=[CH:6][C:5]([CH2:4][CH2:3][CH2:2][S:17][C:15](=[O:18])[CH3:16])=[CH:14][CH:13]=2)[CH:8]=[CH:9][CH:10]=1 |f:1.2|. The solvent is CC(=O)C (acetone). Yields the product N1=CC=CC2=CC(=CC=C12)CCCSC(C)=O (thioacetic acid S-(3-quinolin-6-yl-propyl) ester). The reactants are ClCCCC=1C=C2C=CC=NC2=CC1 (6-(3-chloro-propyl)-quinoline), C(C)(=S)[O-].[K+] (potassium thioacetate). Reported procedure: A solution of 0.41 g (2.0 mmol) 6-(3-chloro-propyl)-quinoline and 287 mg (2.5 mmol) potassium thioacetate in 8 ml acetone was heated to reflux for 8 hours. The mixture was concentrated in vacuo. The crude product was purified by flash chromatography (silica gel, gradient of 0 to 2% methanol in DCM) to afford 353 mg (71%) of dark orange oil. MS(ISP): 246.3 [MH]+